Dataset: the Open Reaction Database (ORD), a public repository of structured organic reaction records. Task: describe an organic reaction: reactants, conditions, products, and yield Reactants: Cl, COC(=O)C1CCC2(CCOc3ccc(F)cc32)C1=O. Product: O=C1CCCC12CCOc1ccc(F)cc12. RXN SMILES: [ClH:21].[F:1][c:2]1[cH:3][cH:4][c:5]2[c:6]([cH:20]1)[C:7]1([CH2:8][CH2:9][O:10]2)[C:11](=[O:19])[CH:12]([C:15]([O:16][CH3:17])=[O:18])[CH2:13][CH2:14]1>>[F:1][c:2]1[cH:3][cH:4][c:5]2[c:6]([cH:20]1)[C:7]1([CH2:8][CH2:9][O:10]2)[C:11](=[O:19])[CH2:12][CH2:13][CH2:14]1. Starting materials: ClC1=C(C=CC=C1)CC(=O)OC (methyl o-chlorophenylacetate), BrN1C(CCC1=O)=O (N-bromosuccinimide). Reagents/catalysts: Br (hydrobromic acid). Run in C(Cl)(Cl)(Cl)Cl (carbon tetrachloride). Product: BrC(C(=O)OC)C1=C(C=CC=C1)Cl (methyl α-bromo-o-chlorophenylacetate). RXN SMILES: [Cl:1][C:2]1[CH:7]=[CH:6][CH:5]=[CH:4][C:3]=1[CH2:8][C:9]([O:11][CH3:12])=[O:10].[Br:13]N1C(=O)CCC1=O>Br.C(Cl)(Cl)(Cl)Cl>[Br:13][CH:8]([C:3]1[CH:4]=[CH:5][CH:6]=[CH:7][C:2]=1[Cl:1])[C:9]([O:11][CH3:12])=[O:10]. Procedure details: A stirred mixture of 36.9 g of methyl o-chlorophenylacetate, 36.0 g of N-bromosuccinimide, and 2 drops of 48% hydrobromic acid in 500 ml of carbon tetrachloride is refluxed for 20 hours and then filtered through magnesium silicate. Evaporation under reduced pressure gives methyl α-bromo-o-chlorophenylacetate as a straw-colored liquid. Reactants: C(C)NC(=O)NC1=NC2=C(N1)C(=C(C(=C2)C=2C=NC(=NC2)C(C)(C)O)F)C2OCCC2 (1-ethyl-3-[6-fluoro-5-[2-(1-hydroxy-1-methyl-ethyl)pyrimidin-5-yl]-7-tetrahydrofuran-2-yl-1H-benzimidazol-2-yl]urea). Solvent: CCO.CCOCC (EtOH Et2O). Conditions: time 10 minute. The product is C(C)NC(=O)NC1=NC2=C(N1)C(=C(C(=C2)C=2C=NC(=NC2)C(C)(C)O)F)[C@@H]2OCCC2 ((R)-1-ethyl-3-[6-fluoro-5-[2-(1-hydroxy-1-methyl-ethyl)pyrimidin-5-yl]-7-(tetrahydrofuran-2-yl]-1H-benzimidazol-2-yl]urea). Isolated yield 45.4%. As a reaction SMILES: [CH2:1]([NH:3][C:4]([NH:6][C:7]1[NH:11][C:10]2[C:12]([CH:27]3[CH2:31][CH2:30][CH2:29][O:28]3)=[C:13]([F:26])[C:14]([C:16]3[CH:17]=[N:18][C:19]([C:22]([OH:25])([CH3:24])[CH3:23])=[N:20][CH:21]=3)=[CH:15][C:9]=2[N:8]=1)=[O:5])[CH3:2]>CCO.CCOCC>[CH2:1]([NH:3][C:4]([NH:6][C:7]1[NH:11][C:10]2[C:12]([C@H:27]3[CH2:31][CH2:30][CH2:29][O:28]3)=[C:13]([F:26])[C:14]([C:16]3[CH:17]=[N:18][C:19]([C:22]([OH:25])([CH3:24])[CH3:23])=[N:20][CH:21]=3)=[CH:15][C:9]=2[N:8]=1)=[O:5])[CH3:2] |f:1.2|. Procedure: A racemic sample of 1-ethyl-3-[6-fluoro-5-[2-(1-hydroxy-1-methyl-ethyl)pyrimidin-5-yl]-7-tetrahydrofuran-2-yl-1H-benzimidazol-2-yl]urea (133.60 g) was resolved on a CHIRALPAK® IC® column (by Chiral Technologies) eluting with DCM/MeOH/TEA (60/40/0.1) at 25° C. giving the desired enantiomer as an off-white solid (66.8 g, 99.8% HPLC purity, 99+% ee). Analytical chiral HPLC retention time was 7.7 min (CHIRALPAK® IC® 4.6×250 mm column, 1 mL/min flow rate, 30° C.). The solid was suspended in 2:1 EtOH/...